This data is from the Open Reaction Database (ORD), a public repository of structured organic reaction records. The task is: describe an organic reaction: reactants, conditions, products, and yield The reactants are BrC1=CC(=CC=C1)Br (1,3-dibromobenzene), FC1=CC=C(C=C1)B(O)O (4-fluorophenylboronic acid), C([O-])([O-])=O.[Na+].[Na+] (sodium carbonate). The solvent is CN(C)C=O (DMF). Yields the product BrC=1C=C(C=CC1)C1=CC=C(C=C1)F (3-bromo-4′-fluoro-1,1′-biphenyl). The yield is 65.1%. Reaction SMILES: Br[C:2]1[CH:7]=[CH:6][CH:5]=[C:4]([Br:8])[CH:3]=1.[F:9][C:10]1[CH:15]=[CH:14][C:13](B(O)O)=[CH:12][CH:11]=1.C(=O)([O-])[O-].[Na+].[Na+]>CN(C=O)C>[Br:8][C:4]1[CH:3]=[C:2]([C:13]2[CH:14]=[CH:15][C:10]([F:9])=[CH:11][CH:12]=2)[CH:7]=[CH:6][CH:5]=1 |f:2.3.4|. Procedure details: A suspension of 1,3-dibromobenzene (25.3 g), 4-fluorophenylboronic acid (5.00 g) and 2M aqueous sodium carbonate solution (35.7 ml) in DMF (250 ml) was degassed. Tetrakis(triphenylphosphine)palladium(0) (2.06 g) was added under an argon atmosphere and the mixture was refluxed under heating for 21 h. Water was added to the reaction mixture and the mixture was extracted with ethyl acetate, washed twice with water and washed with saturated brine, and dried over anhydrous magnesium sulfate. The solv... The reactants are COC(CCC1(C(CCCC1)=O)C)=O (1-methyl-2-oxocyclohexanepropionic acid methyl ester), COC(CCC1(C2(OCCO2)CCCC1)CC)=O (6-ethyl-1,4-dioxaspiro[4.5]decane-6-propionic acid methyl ester), COC(CCC1(C(CCCC1)=O)CC)=O (1-ethyl-2-oxocyclohexanepropionic acid methyl ester), COC(CCC1(C(CCCC1)=O)CCC)=O (1-propyl-2-oxocyclohexanepropionic acid methyl ester). Product: COC(CCC1(C2(OCCO2)CCCC1)CCC)=O (6-propyl-1,4-dioxaspiro[4.5]decane-6-propionic acid methyl ester). RXN SMILES: C[O:2][C:3](=O)[CH2:4]CC1(C)CCCCC1=O.COC(=O)CCC1(CC)CCCCC1=O.[CH3:30][O:31][C:32](=[O:45])[CH2:33][CH2:34][C:35]1([CH2:42][CH2:43][CH3:44])[CH2:40][CH2:39][CH2:38][CH2:37][C:36]1=[O:41].COC(=O)CCC1(CC)CCCCC21OCCO2>>[CH3:30][O:31][C:32](=[O:45])[CH2:33][CH2:34][C:35]1([CH2:42][CH2:43][CH3:44])[CH2:40][CH2:39][CH2:38][CH2:37][C:36]21[O:2][CH2:3][CH2:4][O:41]2. Procedure: In the same manner but replacing 1-methyl-2-oxocyclohexanepropionic acid methyl ester with an equivalent amount of 1-ethyl-2-oxocyclohexanepropionic acid methyl ester or 1-propyl-2-oxocyclohexanepropionic acid methyl ester, described in Example 6, 6-ethyl-1,4-dioxaspiro[4.5]decane-6-propionic acid methyl ester, νmaxCHCl3 1730 cm-1 and 6-propyl-1,4-dioxaspiro[4.5]decane-6-propionic acid methyl ester, νmaxCHCl3 1735 cm-1, are obtained, respectively. Reaction SMILES: [CH3:19][C:20]#[N:21].[CH3:22][S:23](=[O:24])[CH3:25].[Cl:1][c:2]1[cH:3][c:4]2[c:8]([cH:9][n:10]1)[NH:7][C:6](=[O:11])[CH:5]2[C:12]([c:13]1[cH:14][cH:15][cH:16][s:17]1)=[O:18]>>[Cl:1][c:2]1[cH:3][c:4]2[c:8]([cH:9][n:10]1)[N:7]([C:20]([NH2:21])=[O:24])[C:6](=[O:11])[CH:5]2[C:12]([c:13]1[cH:14][cH:15][cH:16][s:17]1)=[O:18]. The product is NC(=O)N1C(=O)C(C(=O)c2cccs2)c2cc(Cl)ncc21. Starting materials: CC#N, CS(C)=O, O=C1Nc2cnc(Cl)cc2C1C(=O)c1cccs1. Yields the product CNC1CCN(C(=O)OC(C)(C)C)C1. Starting materials: [BH4-], CC(C)(C)OC(=O)N1CCC(=O)C1, CN, CO, ClCCl, [Na+]. As a reaction SMILES: [BH4-:16].[C:1](=[O:2])([O:3][C:4]([CH3:5])([CH3:6])[CH3:7])[N:8]1[CH2:9][C:10](=[O:13])[CH2:11][CH2:12]1.[CH3:14][NH2:15].[CH3:18][OH:19].[Cl:20][CH2:21][Cl:22].[Na+:17]>>[C:1](=[O:2])([O:3][C:4]([CH3:5])([CH3:6])[CH3:7])[N:8]1[CH2:9][CH:10]([NH:15][CH3:14])[CH2:11][CH2:12]1. Starting materials: O=C(O)Cc1ccc2c(c1)OCO2, Cc1ccc(CN)cc1. Reagents/catalysts: CCOC(=O)C(=NO[P+](N1CCCC1)(N2CCCC2)N3CCCC3)C#N.F[P-](F)(F)(F)(F)F (PyOxim), CCN(C(C)C)C(C)C (DIPEA). The solvent is CN(C)C=O (DMF), CN(C)C=O (DMF), CN(C)C=O (DMF), CN(C)C=O (DMF), CN(C)C=O (DMF), CN(C)C=O (DMF). Reaction conditions: temperature 25 celsius, time 2 hour. Product: Cc1ccc(CNC(=O)Cc2ccc3c(c2)OCO3)cc1. Yield: 67.1%. Reaction SMILES: Cc1ccc(CN)cc1.O=C(O)Cc1ccc2c(c1)OCO2.CCOC(=O)C(=NO[P+](N1CCCC1)(N2CCCC2)N3CCCC3)C#N.F[P-](F)(F)(F)(F)F.CCN(C(C)C)C(C)C.CN(C)C=O>>Cc1ccc(CNC(=O)Cc2ccc3c(c2)OCO3)cc1. Solvent: C1(=CC=CC=C1)C (toluene). Starting materials: ClC1=NC(=CC(=C1)C(C)=O)N[C@@H](C)C1=CC=C(C=C1)F ((S)-1-{2-chloro-6-[1-(4-fluorophenyl)ethylamino]pyridin-4-yl}ethanone), NC1=NC=CN=C1 (2-aminopyrazine), C1(CCCCC1)P(C1=C(C=CC=C1)C1=C(C=C(C=C1C(C)C)C(C)C)C(C)C)C1CCCCC1 (2-dicyclohexylphosphino-2′,4′,6′-triisopropylbiphenyl), CC(C)([O-])C.[Na+] (sodium t-butoxide). Reaction conditions: temperature 100 celsius, time 20 minute. Procedure: 150 mg of (S)-1-{2-chloro-6-[1-(4-fluorophenyl)ethylamino]pyridin-4-yl}ethanone, 51 mg of 2-aminopyrazine, 49 mg of 2-dicyclohexylphosphino-2′,4′,6′-triisopropylbiphenyl, 59 mg of sodium t-butoxide and 23 mg of tris(dibenzylideneacetone)dipalladium were added in turn to 6 ml of degassed toluene, and the mixture was stirred at 100° C. for 20 minutes under argon atmosphere. The reaction solution was purified by silica gel column chromatography to obtain 77 mg of (S)-1-{2-[1-(4-fluorophenyl)ethylam... Reagents/catalysts: C=1C=CC(=CC1)/C=C/C(=O)/C=C/C2=CC=CC=C2.C=1C=CC(=CC1)/C=C/C(=O)/C=C/C2=CC=CC=C2.C=1C=CC(=CC1)/C=C/C(=O)/C=C/C2=CC=CC=C2.[Pd].[Pd] (tris(dibenzylideneacetone)dipalladium). Yield: 42.8%. Yields the product FC1=CC=C(C=C1)[C@H](C)NC1=NC(=CC(=C1)C(C)=O)NC1=NC=CN=C1 ((S)-1-{2-[1-(4-fluorophenyl)ethylamino]-6-(pyrazin-2-ylamino)pyridin-4-yl}ethanone). Reaction SMILES: Cl[C:2]1[CH:7]=[C:6]([C:8](=[O:10])[CH3:9])[CH:5]=[C:4]([NH:11][C@H:12]([C:14]2[CH:19]=[CH:18][C:17]([F:20])=[CH:16][CH:15]=2)[CH3:13])[N:3]=1.[NH2:21][C:22]1[CH:27]=[N:26][CH:25]=[CH:24][N:23]=1.C1(P(C2CCCCC2)C2C=CC=CC=2C2C(C(C)C)=CC(C(C)C)=CC=2C(C)C)CCCCC1.CC(C)([O-])C.[Na+]>C1C=CC(/C=C/C(/C=C/C2C=CC=CC=2)=O)=CC=1.C1C=CC(/C=C/C(/C=C/C2C=CC=CC=2)=O)=CC=1.C1C=CC(/C=C/C(/C=C/C2C=CC=CC=2)=O)=CC=1.[Pd].[Pd].C1(C)C=CC=CC=1>[F:20][C:17]1[CH:18]=[CH:19][C:14]([C@@H:12]([NH:11][C:4]2[CH:5]=[C:6]([C:8](=[O:10])[CH3:9])[CH:7]=[C:2]([NH:21][C:22]3[CH:27]=[N:26][CH:25]=[CH:24][N:23]=3)[N:3]=2)[CH3:13])=[CH:15][CH:16]=1 |f:3.4,5.6.7.8.9|.